This data is from the Open Reaction Database (ORD), a public repository of structured organic reaction records. The task is: describe an organic reaction: reactants, conditions, products, and yield Starting materials: ClC=1C=C(C=CC1Cl)C#CCO (3-(3,4-dichlorophenyl)-2-propyne-1-ol). Reagents/catalysts: C1=CC=C(C=C1)P(C2=CC=CC=C2)C3=CC=CC=C3.C1=CC=C(C=C1)P(C2=CC=CC=C2)C3=CC=CC=C3.C1=CC=C(C=C1)P(C2=CC=CC=C2)C3=CC=CC=C3.[Cl-].[Rh] (chlorotris(triphenylphosphine)rhodium(I)). The solvent is C1(=CC=CC=C1)C (toluene). Run at temperature 60 celsius, time 10 hour. Product: ClC=1C=C(C=CC1Cl)CCCO (3-(3,4-dichlorophenyl)-1-propanol). Isolated yield 86.4%. Reaction SMILES: [Cl:1][C:2]1[CH:3]=[C:4]([C:9]#[C:10][CH2:11][OH:12])[CH:5]=[CH:6][C:7]=1[Cl:8]>C1(C)C=CC=CC=1.C1C=CC(P(C2C=CC=CC=2)C2C=CC=CC=2)=CC=1.C1C=CC(P(C2C=CC=CC=2)C2C=CC=CC=2)=CC=1.C1C=CC(P(C2C=CC=CC=2)C2C=CC=CC=2)=CC=1.[Cl-].[Rh]>[Cl:1][C:2]1[CH:3]=[C:4]([CH2:9][CH2:10][CH2:11][OH:12])[CH:5]=[CH:6][C:7]=1[Cl:8] |f:2.3.4.5.6|. Procedure details: A suspension of Compound 38-1 (3.21 g) and chlorotris(triphenylphosphine)rhodium(I) (1.60 g) in toluene (100 ml) was stirred under a hydrogen atmosphere at 60° C. for 10 hr. The reaction mixture was filtered through celite and concentrated. The obtained residue was purified by silica gel column chromatography (hexane:ethyl acetate=98:2-80:20) to give the object product (2.83 g) as a brown oil. Reactants: C(C)(=O)OC(C)=O (acetic anhydride), ClC1=C(C=CC(=C1)Cl)N1N=C(C=C1C1=CC=C(C=C1)Cl)N (1-(2,4-dichlorophenyl)-5-(4-chlorophenyl)-1H-pyrazol-3-ylamine). The solvent is C(=O)O (formic acid). Conditions: time 30 minute. Product: ClC1=C(C=CC(=C1)Cl)N1N=C(C=C1C1=CC=C(C=C1)Cl)NC=O (N-[1-(2,4-Dichlorophenyl)-5-(4-chlorophenyl)-1H-pyrazol-3-yl]formamide). As a reaction SMILES: [Cl:1][C:2]1[CH:7]=[C:6]([Cl:8])[CH:5]=[CH:4][C:3]=1[N:9]1[C:13]([C:14]2[CH:19]=[CH:18][C:17]([Cl:20])=[CH:16][CH:15]=2)=[CH:12][C:11]([NH2:21])=[N:10]1.[C:22](OC(=O)C)(=[O:24])C>C(O)=O>[Cl:1][C:2]1[CH:7]=[C:6]([Cl:8])[CH:5]=[CH:4][C:3]=1[N:9]1[C:13]([C:14]2[CH:15]=[CH:16][C:17]([Cl:20])=[CH:18][CH:19]=2)=[CH:12][C:11]([NH:21][CH:22]=[O:24])=[N:10]1. Procedure: 0.50 g of 1-(2,4-dichlorophenyl)-5-(4-chlorophenyl)-1H-pyrazol-3-ylamine, obtained in the previous Example, is added in small portions to a mixture of 4 ml of formic acid and 0.5 ml of acetic anhydride, cooled in an ice bath. After stirring for 30 min, the solvents are evaporated off under vacuum and the residue is taken up in isopropyl ether. The white solid obtained is filtered off, washed with isopropyl ether and dried under vacuum to give 0.49 g of the expected formamide. Starting materials: COC(=O)CCCCc1nc(-c2ccccc2OC)cs1, Cl, [Li+], C1COCCO1, [OH-], O, O. Yields the product COc1ccccc1-c1csc(CCCCC(=O)O)n1. Reaction SMILES: [CH3:4][O:5][C:6]([CH2:7][CH2:8][CH2:9][CH2:10][c:11]1[s:12][cH:13][c:14](-[c:16]2[c:17]([O:22][CH3:23])[cH:18][cH:19][cH:20][cH:21]2)[n:15]1)=[O:24].[ClH:25].[Li+:2].[O:27]1[CH2:28][CH2:29][O:30][CH2:31][CH2:32]1.[OH-:1].[OH2:26].[OH2:3]>>[O:5]=[C:6]([CH2:7][CH2:8][CH2:9][CH2:10][c:11]1[s:12][cH:13][c:14](-[c:16]2[c:17]([O:22][CH3:23])[cH:18][cH:19][cH:20][cH:21]2)[n:15]1)[OH:24]. The reactants are CCOC(=O)C(Cc1ccc(OCCCOc2ccc(Cc3ccccc3)cc2)cc1)OCC, [Li+], [OH-]. Yields the product CCOC(Cc1ccc(OCCCOc2ccc(Cc3ccccc3)cc2)cc1)C(=O)O. As a reaction SMILES: [CH2:1]([CH3:2])[O:3][C:4]([CH:5]([CH2:6][c:7]1[cH:8][cH:9][c:10]([O:13][CH2:14][CH2:15][CH2:16][O:17][c:18]2[cH:19][cH:20][c:21]([CH2:24][c:25]3[cH:26][cH:27][cH:28][cH:29][cH:30]3)[cH:22][cH:23]2)[cH:11][cH:12]1)[O:31][CH2:32][CH3:33])=[O:34].[Li+:36].[OH-:35]>>[O:3]=[C:4]([CH:5]([CH2:6][c:7]1[cH:8][cH:9][c:10]([O:13][CH2:14][CH2:15][CH2:16][O:17][c:18]2[cH:19][cH:20][c:21]([CH2:24][c:25]3[cH:26][cH:27][cH:28][cH:29][cH:30]3)[cH:22][cH:23]2)[cH:11][cH:12]1)[O:31][CH2:32][CH3:33])[OH:34]. Reactants: CO, COC(=O)CC(O)C=Cc1c(-c2ccc(F)cc2OC)n(C(C)C)c(=O)c2ccccc12. Yields the product COc1cc(F)ccc1-c1c(C=CC(O)CC(=O)O)c2ccccc2c(=O)n1C(C)C. Reaction SMILES: [CH3:33][OH:34].[F:1][c:2]1[cH:3][c:4]([O:31][CH3:32])[c:5](-[c:8]2[n:9]([CH:28]([CH3:29])[CH3:30])[c:10](=[O:27])[c:11]3[cH:12][cH:13][cH:14][cH:15][c:16]3[c:17]2[CH:18]=[CH:19][CH:20]([CH2:21][C:22](=[O:23])[O:24][CH3:25])[OH:26])[cH:6][cH:7]1>>[F:1][c:2]1[cH:3][c:4]([O:31][CH3:32])[c:5](-[c:8]2[n:9]([CH:28]([CH3:29])[CH3:30])[c:10](=[O:27])[c:11]3[cH:12][cH:13][cH:14][cH:15][c:16]3[c:17]2[CH:18]=[CH:19][CH:20]([CH2:21][C:22](=[O:23])[OH:24])[OH:26])[cH:6][cH:7]1. Starting materials: C([O-])([O-])=O.[K+].[K+] (potassium carbonate), C(#N)C=1C=C(C=CC1F)S(=O)(=O)NC1=NC=NS1 (3-cyano-4-fluoro-N-1,2,4-thiadiazol-5-ylbenzenesulfonamide), IC1=C(C=CC(=C1)C(F)(F)F)O (2-iodo-4-(trifluoromethyl)phenol). Run in C(C)(=O)OCC (ethyl acetate), CS(=O)C (dimethyl sulfoxide). Run at temperature 80 celsius, time 16 hour. The product is C(#N)C=1C=C(C=CC1OC1=C(C=C(C=C1)C(F)(F)F)I)S(=O)(=O)NC1=NC=NS1 (3-Cyano-4-[2-iodo-4-(trifluoromethyl)phenoxy]-N-1,2,4-thiadiazol-5-ylbenzenesulfonamide). The yield is 58.0%. RXN SMILES: C(=O)([O-])[O-].[K+].[K+].[C:7]([C:9]1[CH:10]=[C:11]([S:16]([NH:19][C:20]2[S:24][N:23]=[CH:22][N:21]=2)(=[O:18])=[O:17])[CH:12]=[CH:13][C:14]=1F)#[N:8].[I:25][C:26]1[CH:31]=[C:30]([C:32]([F:35])([F:34])[F:33])[CH:29]=[CH:28][C:27]=1[OH:36]>CS(C)=O.C(OCC)(=O)C>[C:7]([C:9]1[CH:10]=[C:11]([S:16]([NH:19][C:20]2[S:24][N:23]=[CH:22][N:21]=2)(=[O:18])=[O:17])[CH:12]=[CH:13][C:14]=1[O:36][C:27]1[CH:28]=[CH:29][C:30]([C:32]([F:33])([F:34])[F:35])=[CH:31][C:26]=1[I:25])#[N:8] |f:0.1.2|. Procedure: To a suspension of potassium carbonate (0.850 g, 0.006150 mol) and 3-cyano-4-fluoro-N-1,2,4-thiadiazol-5-ylbenzenesulfonamide (Preparation 65, 0.500 g, 0.001759 mol) in dimethyl sulfoxide (5.0 mL) was added 2-iodo-4-(trifluoromethyl)phenol (Preparation 224, 0.595 g, 0.002066 mol) and stirred at 80° C. under nitrogen for 16 hours. The reaction mixture was diluted with ethyl acetate (10.0 mL) and the organic phase was washed with saturated aqueous sodium chloride solution (2×10.0 mL), dried over s... Starting materials: BrC=1C(=NC=C(C(=O)NC2=CC=C(C=C2)OC(F)(F)Cl)C1)Cl (5-bromo-6-chloro-N-(4-(chlorodifluoromethoxy)phenyl)nicotinamide), N1C[C@@H]([C@H](C1)O)O ((3S,4S)-pyrrolidine-3,4-diol). Yields the product BrC=1C(=NC=C(C(=O)NC2=CC=C(C=C2)OC(F)(F)Cl)C1)N1C[C@@H]([C@H](C1)O)O (5-Bromo-N-(4-(chlorodifluoromethoxy)phenyl)-6-((3S,4S)-3,4-dihydroxypyrrolidin-1-yl)nicotinamide). Reaction SMILES: [Br:1][C:2]1[C:3](Cl)=[N:4][CH:5]=[C:6]([CH:21]=1)[C:7]([NH:9][C:10]1[CH:15]=[CH:14][C:13]([O:16][C:17]([Cl:20])([F:19])[F:18])=[CH:12][CH:11]=1)=[O:8].[NH:23]1[CH2:27][C@H:26]([OH:28])[C@@H:25]([OH:29])[CH2:24]1>>[Br:1][C:2]1[C:3]([N:23]2[CH2:27][C@H:26]([OH:28])[C@@H:25]([OH:29])[CH2:24]2)=[N:4][CH:5]=[C:6]([CH:21]=1)[C:7]([NH:9][C:10]1[CH:15]=[CH:14][C:13]([O:16][C:17]([Cl:20])([F:19])[F:18])=[CH:12][CH:11]=1)=[O:8]. Procedure: The title compound was prepared in an analogous fashion to that described in Stage 6.1 using 5-bromo-6-chloro-N-(4-(chlorodifluoromethoxy)phenyl)nicotinamide (Stage 22.2) and (3S,4S)-pyrrolidine-3,4-diol to afford an off-white solid. UPLC-MS (Condition 3) tR=0.98 min, m/z=477.9 [M+H]+, m/z=475.8 [M−H]−; 1H NMR (400 MHz, DMSO-d6) δ ppm 3.55 (d, J=11.13 Hz, 2H) 3.91-4.09 (m, 4H) 5.18 (d, J=2.81 Hz, 2H) 7.34 (d, J=9.05 Hz, 2H) 7.80-7.93 (m, 2H) 8.34 (d, J=1.96 Hz, 1H) 8.67 (d, J=1.96 Hz, 1H) 10.24 ...